From a dataset of the Open Reaction Database (ORD), a public repository of structured organic reaction records. describe an organic reaction: reactants, conditions, products, and yield The product is CN1C=C(C2=CC=C(C=C12)C#N)C=1C(NC(C1C1=CN(C2=CC(=CC=C12)N1CCCC1)C)=O)=O (1-methyl-3-[4-(1-methyl-6-pyrrolidin-1-yl-1H-indol-3-yl)-2,5-dioxo-2,5-dihydro-1H-pyrrole-3-yl]-1H-indole-6-carbonitrile). Procedure: 1-Methyl-3-[4-(1-methyl-6-pyrrolidin-1-yl-1H-indol-3-yl)-2,5-dioxo-2,5-dihydro-furan-3-yl]-1H-indole-6-carbonitrile (0.16 g, 0.36 mmol) was dissolved in dry DMF (5 mL, dried over 3A° molecular sieves) in a 50 mL round bottom flask. To this was added methanol (0.1 mL) and 1,1,1,3,3,3 hexamethyldisilazane (0.9 mL). The purple solution was stirred at room temperature overnight. Methanol (0.03 mL) and 1,1,1,3,3,3 hexamethyldisilazane (0.27 mL) were added and stirred for 3 h. The mixture was diluted ... Conditions: time 8 hour. The yield is 44.0%. Reactants: CN1C=C(C2=CC=C(C=C12)C#N)C=1C(OC(C1C1=CN(C2=CC(=CC=C12)N1CCCC1)C)=O)=O (1-Methyl-3-[4-(1-methyl-6-pyrrolidin-1-yl-1H-indol-3-yl)-2,5-dioxo-2,5-dihydro-furan-3-yl]-1H-indole-6-carbonitrile), CO (Methanol), C[Si](N[Si](C)(C)C)(C)C (1,1,1,3,3,3 hexamethyldisilazane), CO (methanol), C[Si](N[Si](C)(C)C)(C)C (1,1,1,3,3,3 hexamethyldisilazane). As a reaction SMILES: [CH3:1][N:2]1[C:10]2[C:5](=[CH:6][CH:7]=[C:8]([C:11]#[N:12])[CH:9]=2)[C:4]([C:13]2[C:14](=O)[O:15][C:16](=[O:33])[C:17]=2[C:18]2[C:26]3[C:21](=[CH:22][C:23]([N:27]4[CH2:31][CH2:30][CH2:29][CH2:28]4)=[CH:24][CH:25]=3)[N:20]([CH3:32])[CH:19]=2)=[CH:3]1.CO.C[Si](C)(C)[NH:39][Si](C)(C)C>CN(C=O)C.C(OCC)(=O)C>[CH3:1][N:2]1[C:10]2[C:5](=[CH:6][CH:7]=[C:8]([C:11]#[N:12])[CH:9]=2)[C:4]([C:13]2[C:14](=[O:15])[NH:39][C:16](=[O:33])[C:17]=2[C:18]2[C:26]3[C:21](=[CH:22][C:23]([N:27]4[CH2:31][CH2:30][CH2:29][CH2:28]4)=[CH:24][CH:25]=3)[N:20]([CH3:32])[CH:19]=2)=[CH:3]1. Run in CN(C)C=O (DMF), C(C)(=O)OCC (ethyl acetate).